From a dataset of the Open Reaction Database (ORD), a public repository of structured organic reaction records. describe an organic reaction: reactants, conditions, products, and yield As a reaction SMILES: [CH2:1]([CH3:2])[O:3][C:4](=[O:5])[c:6]1[n:7][c:8](-[c:11]2[o:12][c:13]3[c:14]([c:15]2[CH3:16])[c:17]([O:21][CH2:22][CH2:23][CH2:24][N:25]([C:26]([CH3:27])([CH3:28])[CH3:29])[C:30]([O:31][CH2:32][c:33]2[cH:34][cH:35][cH:36][cH:37][cH:38]2)=[O:39])[cH:18][cH:19][cH:20]3)[o:9][cH:10]1.[CH3:40][OH:41]>>[CH2:1]([CH3:2])[O:3][C:4](=[O:5])[c:6]1[n:7][c:8](-[c:11]2[o:12][c:13]3[c:14]([c:15]2[CH3:16])[c:17]([O:21][CH2:22][CH2:23][CH2:24][NH:25][C:26]([CH3:27])([CH3:28])[CH3:29])[cH:18][cH:19][cH:20]3)[o:9][cH:10]1. Reactants: CCOC(=O)c1coc(-c2oc3cccc(OCCCN(C(=O)OCc4ccccc4)C(C)(C)C)c3c2C)n1, CO. Yields the product CCOC(=O)c1coc(-c2oc3cccc(OCCCNC(C)(C)C)c3c2C)n1.